Dataset: the Open Reaction Database (ORD), a public repository of structured organic reaction records. Task: describe an organic reaction: reactants, conditions, products, and yield Starting materials: CC(C)(C)OC(=O)NCc1cccc(CN)c1, CCO, N#CSc1nc(Cl)ncc1[N+](=O)[O-]. Yields the product CC(C)(C)OC(=O)NCc1cccc(CNc2ncc([N+](=O)[O-])c(SC#N)n2)c1. Reaction SMILES: [C:14]([CH3:15])([CH3:16])([CH3:17])[O:18][C:19]([NH:20][CH2:21][c:22]1[cH:23][c:24]([CH2:28][NH2:29])[cH:25][cH:26][cH:27]1)=[O:30].[CH3:31][CH2:32][OH:33].[Cl:1][c:2]1[n:3][cH:4][c:5]([N+:11](=[O:12])[O-:13])[c:6]([S:8][C:9]#[N:10])[n:7]1>>[c:2]1([NH:29][CH2:28][c:24]2[cH:23][c:22]([CH2:21][NH:20][C:19]([O:18][C:14]([CH3:15])([CH3:16])[CH3:17])=[O:30])[cH:27][cH:26][cH:25]2)[n:3][cH:4][c:5]([N+:11](=[O:12])[O-:13])[c:6]([S:8][C:9]#[N:10])[n:7]1.